Dataset: the Open Reaction Database (ORD), a public repository of structured organic reaction records. Task: describe an organic reaction: reactants, conditions, products, and yield Reaction SMILES: [Si]([O:8][C:9]1[CH:10]=[C:11]([CH:14]=[C:15]([CH2:17][CH2:18][CH2:19][O:20][CH3:21])[CH:16]=1)[CH:12]=[O:13])(C(C)(C)C)(C)C.[F-].C([N+](CCCC)(CCCC)CCCC)CCC>C1COCC1>[OH:8][C:9]1[CH:10]=[C:11]([CH:14]=[C:15]([CH2:17][CH2:18][CH2:19][O:20][CH3:21])[CH:16]=1)[CH:12]=[O:13] |f:1.2|. Procedure: To a solution of 3-{[tert-butyl(dimethyl)silyl]oxy}-5-(3-methoxypropyl)benzaldehyde from the previous step (1 eq.) in THF (0.2 M) was added tetrabutylammonium fluoride (1.0 M THF solution, 1.1 eq.). The resulting reaction mixture was then stirred at RT for 30 min. The reaction was quenched sat. aq. NH4Cl and then extracted with ether. The combined organic extracts were washed with water and brine, dried over MgSO4, filtered and the filtrate concentrated in vacuo. Further purification of the crud... Run in C1CCOC1 (THF). Yields the product OC=1C=C(C=O)C=C(C1)CCCOC (3-Hydroxy-5-(3-methoxypropyl)benzaldehyde). Conditions: time 30 minute. Starting materials: [Si](C)(C)(C(C)(C)C)OC=1C=C(C=O)C=C(C1)CCCOC (3-{[tert-butyl(dimethyl)silyl]oxy}-5-(3-methoxypropyl)benzaldehyde), [F-].C(CCC)[N+](CCCC)(CCCC)CCCC (tetrabutylammonium fluoride). Starting materials: ClC1=CC=C(N=N1)N (6-chloropyridazin-3-amine), BrCC(=O)C1=CC(=C(C=C1)CC)[N+](=O)[O-] (2-bromo-1-(4-ethyl-3-nitrophenyl)ethanone). Run in C(C)#N (acetonitrile), O (water). Run at time 1 hour. Product: ClC=1C=CC=2N(N1)C=C(N2)C2=CC(=C(C=C2)CC)[N+](=O)[O-] (6-chloro-2-(4-ethyl-3-nitrophenyl)imidazo[1,2-b]pyridazine). Yield: 61.6%. Reaction SMILES: [Cl:1][C:2]1[N:7]=[N:6][C:5]([NH2:8])=[CH:4][CH:3]=1.Br[CH2:10][C:11]([C:13]1[CH:18]=[CH:17][C:16]([CH2:19][CH3:20])=[C:15]([N+:21]([O-:23])=[O:22])[CH:14]=1)=O>C(#N)C.O>[Cl:1][C:2]1[CH:3]=[CH:4][C:5]2[N:6]([CH:10]=[C:11]([C:13]3[CH:18]=[CH:17][C:16]([CH2:19][CH3:20])=[C:15]([N+:21]([O-:23])=[O:22])[CH:14]=3)[N:8]=2)[N:7]=1. Procedure: A solution of 6-chloropyridazin-3-amine (4.76 g, 0.037 mol) and 2-bromo-1-(4-ethyl-3-nitrophenyl)ethanone (10.0 g, 0.037 mol) in acetonitrile (100 mL) is heated at reflux for 18 hr. The reaction mixture is diluted with water (500 mL), stirred at room temperature for 1 hour and solids are collected by filtration to give the title compound (6.9 g, 62% yield). LCMS m/z=303.3, 305.4 [M+H]+, tR=2.90 min. Starting materials: COC(C(=O)OC=1C=CC=C2C=C(COC12)C#N)=O (3-cyano-2-oxo-8-chromenyloxyacetic acid methyl ester), S1CCCC1 (tetrahydrothiophene), [Br-].[Al+3].[Br-].[Br-] (aluminium bromide), Cl (hydrochloric acid), ice water. Run in CCl (methyl chloride). Conditions: time 5 minute. Yields the product C(#N)C=1COC2=C(C=CC=C2C1)OC(C(=O)O)=O (3-cyano-2-oxo-8-chromenyloxyacetic acid). RXN SMILES: S1CCCC1.[Br-].[Al+3].[Br-].[Br-].C[O:11][C:12](=[O:28])[C:13]([O:15][C:16]1[CH:17]=[CH:18][CH:19]=[C:20]2[C:25]=1[O:24][CH2:23][C:22]([C:26]#[N:27])=[CH:21]2)=[O:14].Cl>CCl>[C:26]([C:22]1[CH2:23][O:24][C:25]2[C:20]([CH:21]=1)=[CH:19][CH:18]=[CH:17][C:16]=2[O:15][C:13](=[O:14])[C:12]([OH:28])=[O:11])#[N:27] |f:1.2.3.4|. Reported procedure: Ten ml of tetrahydrothiophene was cooled with ice, to which 13.4 g of pulverized anhydrous aluminium bromide was gradually added. After stirring for 5 minutes, a temperature was brought to room temperature and then a solution of 2.6 g of 3-cyano-2-oxo-8-chromenyloxyacetic acid methyl ester dissolved in 30 ml of methyl chloride was gradually added. After stirring for 2 hours, the reaction mixture was poured into a mixture of 20 ml of concentrated hydrochloric acid and 200 ml of ice water and a pr... Reactants: CCO, COc1ccc(-c2cc(C)c3c(n2)sc2c(Cl)nc(Cl)nc23)cc1OC. The product is CCOc1nc(Cl)nc2c1sc1nc(-c3ccc(OC)c(OC)c3)cc(C)c12. RXN SMILES: [CH3:27][CH2:28][OH:29].[Cl:1][c:2]1[n:3][c:4]([Cl:26])[c:5]2[c:6]([n:7]1)[c:8]1[c:9]([s:10]2)[n:11][c:12](-[c:16]2[cH:17][c:18]([O:24][CH3:25])[c:19]([O:22][CH3:23])[cH:20][cH:21]2)[cH:13][c:14]1[CH3:15]>>[Cl:1][c:2]1[n:3][c:4]([O:29][CH2:28][CH3:27])[c:5]2[c:6]([n:7]1)[c:8]1[c:9]([s:10]2)[n:11][c:12](-[c:16]2[cH:17][c:18]([O:24][CH3:25])[c:19]([O:22][CH3:23])[cH:20][cH:21]2)[cH:13][c:14]1[CH3:15]. Procedure details: Preparation was performed in a similar manner as in Preparation Example 3 using 3-bromo-4-methoxybenzaldehyde and 4-bromophenetole. The reactants are BrC=1C=C(C=O)C=CC1OC (3-bromo-4-methoxybenzaldehyde), BrC1=CC=C(C=C1)OCC (4-bromophenetole). Product: BrC1=CC(=CC=C1OC)CC1=CC=C(C=C1)OCC (1-bromo-3-(4-ethoxybenzyl)-6-methoxybenzene). Reaction SMILES: [Br:1][C:2]1[CH:3]=[C:4]([CH:7]=[CH:8][C:9]=1[O:10][CH3:11])[CH:5]=O.Br[C:13]1[CH:18]=[CH:17][C:16]([O:19][CH2:20][CH3:21])=[CH:15][CH:14]=1>>[Br:1][C:2]1[C:9]([O:10][CH3:11])=[CH:8][CH:7]=[C:4]([CH2:5][C:13]2[CH:18]=[CH:17][C:16]([O:19][CH2:20][CH3:21])=[CH:15][CH:14]=2)[CH:3]=1. Reactants: [Cl-].[NH4+] (ammonium chloride), methyl ester, C(C)(C)(C)C1=C(C=C(O1)C(=O)O)S(N)(=O)=O (5-tert-butyl-4-sulfamoyl-furan-2-carboxylic acid), [H-].[Al+3].[Li+].[H-].[H-].[H-] (lithium aluminum hydride). Run in CCCCCC (n-hexane), C1CCOC1 (THF), C1CCOC1 (THF). Run at time 2 hour. Yields the product C(C)(C)(C)C=1OC(=CC1S(=O)(=O)N)CO (2-tert-Butyl-5-hydroxymethyl-furan-3-sulfonamide). The yield is 92.6%. Reaction SMILES: [C:1]([C:5]1[O:9][C:8]([C:10](O)=[O:11])=[CH:7][C:6]=1[S:13](=[O:16])(=[O:15])[NH2:14])([CH3:4])([CH3:3])[CH3:2].[H-].[Al+3].[Li+].[H-].[H-].[H-].[Cl-].[NH4+]>C1COCC1.CCCCCC>[C:1]([C:5]1[O:9][C:8]([CH2:10][OH:11])=[CH:7][C:6]=1[S:13]([NH2:14])(=[O:16])=[O:15])([CH3:4])([CH3:2])[CH3:3] |f:1.2.3.4.5.6,7.8|. Procedure: Under cooling with ice, a solution of methyl ester of 5-tert-butyl-4-sulfamoyl-furan-2-carboxylic acid (1.90 g) in THF (20 ml) was added dropwise to a suspension of lithium aluminum hydride (0.55 g) in THF (10 ml) over 35 min., followed by stirring for 2 hours. The reaction mixture was diluted with n-hexane, mixed with saturated aqueous ammonium chloride (5 ml) and filtered on Celite, being washed with ethyl acetate. The filtrate was dried over magnesium sulfate and evaporated to remove the solv...